This data is from the Open Reaction Database (ORD), a public repository of structured organic reaction records. The task is: describe an organic reaction: reactants, conditions, products, and yield Reactants: C1CCOC1, [H-], CI, [Na+], OCC#Cc1ccc2c(cnn2C2CCCCO2)c1, O. Product: COCC#Cc1ccc2c(cnn2C2CCCCO2)c1. RXN SMILES: [CH2:25]1[O:26][CH2:27][CH2:28][CH2:29]1.[H-:1].[I:22][CH3:23].[Na+:2].[O:3]1[CH:4]([n:9]2[n:10][cH:11][c:12]3[cH:13][c:14]([C:18]#[C:19][CH2:20][OH:21])[cH:15][cH:16][c:17]23)[CH2:5][CH2:6][CH2:7][CH2:8]1.[OH2:24]>>[O:3]1[CH:4]([n:9]2[n:10][cH:11][c:12]3[cH:13][c:14]([C:18]#[C:19][CH2:20][O:21][CH3:23])[cH:15][cH:16][c:17]23)[CH2:5][CH2:6][CH2:7][CH2:8]1. Starting materials: Oc1cccc(C2CCCN(CC3COc4cc(OCc5ccccc5)ccc4O3)C2)c1, CCOCC, CCOC(C)=O. Product: Oc1cccc(C2CCCN(CC3COc4cc(O)ccc4O3)C2)c1. Reaction SMILES: [CH2:1]([c:2]1[cH:3][cH:4][cH:5][cH:6][cH:7]1)[O:8][c:9]1[cH:10][c:11]2[c:12]([cH:31][cH:32]1)[O:13][CH:14]([CH2:17][N:18]1[CH2:19][CH:20]([c:24]3[cH:25][c:26]([OH:30])[cH:27][cH:28][cH:29]3)[CH2:21][CH2:22][CH2:23]1)[CH2:15][O:16]2.[CH3:33][CH2:34][O:35][CH2:36][CH3:37].[CH3:38][CH2:39][O:40][C:41]([CH3:42])=[O:43]>>[OH:8][c:9]1[cH:10][c:11]2[c:12]([cH:31][cH:32]1)[O:13][CH:14]([CH2:17][N:18]1[CH2:19][CH:20]([c:24]3[cH:25][c:26]([OH:30])[cH:27][cH:28][cH:29]3)[CH2:21][CH2:22][CH2:23]1)[CH2:15][O:16]2.